Dataset: the Open Reaction Database (ORD), a public repository of structured organic reaction records. Task: describe an organic reaction: reactants, conditions, products, and yield Reactants: CN(C)C=O, ClC(Cl)Cl, ClCCl, Nc1ncc(S(=O)c2cccnc2)s1, O=C(OO)c1cccc(Cl)c1. Yields the product Nc1ncc(S(=O)(=O)c2cccnc2)s1. Reaction SMILES: [CH3:29][N:30]([CH3:31])[CH:32]=[O:33].[CH:34]([Cl:35])([Cl:36])[Cl:37].[Cl:26][CH2:27][Cl:28].[NH2:1][c:2]1[s:3][c:4]([S:7](=[O:8])[c:9]2[cH:10][n:11][cH:12][cH:13][cH:14]2)[cH:5][n:6]1.[OH:15][O:16][C:17]([c:18]1[cH:19][c:20]([Cl:21])[cH:22][cH:23][cH:24]1)=[O:25]>>[NH2:1][c:2]1[s:3][c:4]([S:7](=[O:8])([c:9]2[cH:10][n:11][cH:12][cH:13][cH:14]2)=[O:15])[cH:5][n:6]1. The reactants are COCCOc1cc2ncnc(Oc3cccc(N)c3)c2cc1OC, COCCOc1cc(NC(=O)Oc2ccccc2)cc(C(F)(F)F)c1, CO, ClCCl. Yields the product COCCOc1cc(NC(=O)Nc2cccc(Oc3ncnc4cc(OCCOC)c(OC)cc34)c2)cc(C(F)(F)F)c1. Reaction SMILES: [CH3:1][O:2][c:3]1[cH:4][c:5]2[c:6]([O:18][c:19]3[cH:20][c:21]([NH2:22])[cH:23][cH:24][cH:25]3)[n:7][cH:8][n:9][c:10]2[cH:11][c:12]1[O:13][CH2:14][CH2:15][O:16][CH3:17].[CH3:26][O:27][CH2:28][CH2:29][O:30][c:31]1[cH:32][c:33]([NH:41][C:42]([O:43][c:45]2[cH:46][cH:47][cH:48][cH:49][cH:50]2)=[O:44])[cH:34][c:35]([C:37]([F:38])([F:39])[F:40])[cH:36]1.[CH3:51][OH:52].[Cl:53][CH2:54][Cl:55]>>[CH3:1][O:2][c:3]1[cH:4][c:5]2[c:6]([O:18][c:19]3[cH:20][c:21]([NH:22][C:42]([NH:41][c:33]4[cH:32][c:31]([O:30][CH2:29][CH2:28][O:27][CH3:26])[cH:36][c:35]([C:37]([F:38])([F:39])[F:40])[cH:34]4)=[O:43])[cH:23][cH:24][cH:25]3)[n:7][cH:8][n:9][c:10]2[cH:11][c:12]1[O:13][CH2:14][CH2:15][O:16][CH3:17]. The reactants are CC(C)CCBr, CC#N, COC(=O)C(Cc1c[nH]cn1)NC(=O)OC(C)(C)C, [Na+], [Na+], O=C([O-])[O-]. Yields the product COC(=O)C(Cc1cn(CCC(C)C)cn1)NC(=O)OC(C)(C)C. Reaction SMILES: [Br:1][CH2:2][CH2:3][CH:4]([CH3:5])[CH3:6].[CH3:32][C:33]#[N:34].[CH3:7][O:8][C:9]([CH:10]([NH:11][C:12](=[O:13])[O:14][C:15]([CH3:16])([CH3:17])[CH3:18])[CH2:19][c:20]1[cH:21][nH:22][cH:23][n:24]1)=[O:25].[Na+:26].[Na+:27].[O-:28][C:29](=[O:30])[O-:31]>>[CH2:2]([CH2:3][CH:4]([CH3:5])[CH3:6])[n:22]1[cH:21][c:20]([CH2:19][CH:10]([C:9]([O:8][CH3:7])=[O:25])[NH:11][C:12](=[O:13])[O:14][C:15]([CH3:16])([CH3:17])[CH3:18])[n:24][cH:23]1. The reactants are FC1=C(C=O)C(=C(C=C1F)F)F (2,3,5,6-tetrafluorobenzaldehyde), [N+](=O)([O-])CC (nitroethane), C1(CCCCC1)N (cyclohexylamine). The solvent is C(C)(=O)O (acetic acid). Conditions: temperature 80 celsius. The product is FC1=C(C(=C(C(=C1)F)F)C=C(C)[N+](=O)[O-])F (1,2,4,5-Tetrafluoro-3-(2-nitroprop-1-enyl)benzene). The yield is 91.1%. As a reaction SMILES: [F:1][C:2]1[C:9]([F:10])=[CH:8][C:7]([F:11])=[C:6]([F:12])[C:3]=1[CH:4]=O.[N+:13]([CH2:16][CH3:17])([O-:15])=[O:14].C1(N)CCCCC1>C(O)(=O)C>[F:11][C:7]1[CH:8]=[C:9]([F:10])[C:2]([F:1])=[C:3]([CH:4]=[C:16]([N+:13]([O-:15])=[O:14])[CH3:17])[C:6]=1[F:12]. Procedure details: A mixture of 2,3,5,6-tetrafluorobenzaldehyde (25.0 g, 0.14 mol), nitroethane (21.08 g, 0.28 mol), and cyclohexylamine (13.92 g, 0.14 mol) in 150 mL of acetic acid was heated at 80° C. for 5-6 h under an argon atmosphere. After the end of the reaction was established by TLC, the reaction mixture was cooled to room temperature (rt) and the solvent was removed under vacuum. The residue was diluted with water, extracted with ethyl acetate three times. The combined extracts were dried over anhydrous ... The reactants are [Cl-].COC(C(=O)O)=O (oxalic acid monomethyl ester chloride), Cl.C(C)(C)OCCN(C(=O)C(=O)OC)C1=CC=C(C(=O)N2CCN(CC2)CCC2=CC=C(C=C2)Cl)C=C1 (1-{4-[N-(2-isopropyloxyethyl)-N-methoxycarbonylcarbonylamino]benzoyl}-4-[2-(4-chlorophenyl)ethyl]piperazine hydrochloride). Product: C(C)(C)OCCNC1=CC=C(C(=O)N2CCN(CC2)CCC2=CC=C(C=C2)Cl)C=C1 (1-{4-[N-(2-isopropyloxyethyl)amino]benzoyl}-4-[2-(4-chlorophenyl)ethyl]piperazine). RXN SMILES: Cl.[CH:2]([O:5][CH2:6][CH2:7][N:8]([C:15]1[CH:37]=[CH:36][C:18]([C:19]([N:21]2[CH2:26][CH2:25][N:24]([CH2:27][CH2:28][C:29]3[CH:34]=[CH:33][C:32]([Cl:35])=[CH:31][CH:30]=3)[CH2:23][CH2:22]2)=[O:20])=[CH:17][CH:16]=1)C(C(OC)=O)=O)([CH3:4])[CH3:3].[Cl-].COC(=O)C(O)=O>>[CH:2]([O:5][CH2:6][CH2:7][NH:8][C:15]1[CH:37]=[CH:36][C:18]([C:19]([N:21]2[CH2:22][CH2:23][N:24]([CH2:27][CH2:28][C:29]3[CH:34]=[CH:33][C:32]([Cl:35])=[CH:31][CH:30]=3)[CH2:25][CH2:26]2)=[O:20])=[CH:17][CH:16]=1)([CH3:4])[CH3:3] |f:0.1,2.3|. Reported procedure: In a manner analogous to that described in Example 23, 1-{4-[N-(2-isopropyloxyethyl)-N-methoxycarbonylcarbonylamino]benzoyl}-4-[2-(4-chlorophenyl)ethyl]piperazine hydrochloride having a melting point of 152°-154° is obtained from 3 g of 1-{4-[N-(2-isopropyloxyethyl)amino]benzoyl}-4-[2-(4-chlorophenyl)ethyl]piperazine by reaction with oxalic acid monomethyl ester chloride. Reactants: CC(C)(C)[Si](C)(C)OCCBr, O=Cc1cc(Br)ccc1O, CN(C)C=O, [K+], [K+], O=C([O-])[O-], O. Yields the product CC(C)(C)[Si](C)(C)OCCOc1ccc(Br)cc1C=O. RXN SMILES: [Br:17][CH2:18][CH2:19][O:20][Si:21]([CH3:22])([CH3:23])[C:24]([CH3:25])([CH3:26])[CH3:27].[Br:1][c:2]1[cH:3][cH:4][c:5]([OH:10])[c:6]([CH:7]=[O:8])[cH:9]1.[CH3:29][N:30]([CH3:31])[CH:32]=[O:33].[K+:11].[K+:12].[O-:13][C:14]([O-:15])=[O:16].[OH2:28]>>[Br:1][c:2]1[cH:3][cH:4][c:5]([O:10][CH2:18][CH2:19][O:20][Si:21]([CH3:22])([CH3:23])[C:24]([CH3:25])([CH3:26])[CH3:27])[c:6]([CH:7]=[O:8])[cH:9]1. Starting materials: P(=O)(OCC)(OCC)C#N (diethyl cyanophosphate), C(=O)(O)CCC(=O)NC1=CC=C(C(=O)N2CCCCC3=C2C=CC=C3)C=C1 (1-[4-(3-Carboxypropionylamino)benzoyl]-2,3,4,5-tetrahydro-1H-benzazepine), C(C)NCC (diethylamine). Solvent: CN(C=O)C (dimethylformamide), CN(C=O)C (dimethylformamide), C(C)N(CC)CC (triethylamine). Conditions: time 30 minute. The product is C(C)N(C(=O)CCC(=O)NC1=CC=C(C(=O)N2CCCCC3=C2C=CC=C3)C=C1)CC (1-[4-(3-diethylaminocarbonylpropionylamino)benzoyl]-2,3,4,5-tetrahydro-1H-benzazepine). Isolated yield 73.0%. RXN SMILES: [C:1]([CH2:4][CH2:5][C:6]([NH:8][C:9]1[CH:27]=[CH:26][C:12]([C:13]([N:15]2[C:21]3[CH:22]=[CH:23][CH:24]=[CH:25][C:20]=3[CH2:19][CH2:18][CH2:17][CH2:16]2)=[O:14])=[CH:11][CH:10]=1)=[O:7])(O)=[O:2].P(C#N)(OCC)(OCC)=O.[CH2:38]([NH:40][CH2:41][CH3:42])[CH3:39]>CN(C)C=O.C(N(CC)CC)C>[CH2:38]([N:40]([CH2:41][CH3:42])[C:1]([CH2:4][CH2:5][C:6]([NH:8][C:9]1[CH:10]=[CH:11][C:12]([C:13]([N:15]2[C:21]3[CH:22]=[CH:23][CH:24]=[CH:25][C:20]=3[CH2:19][CH2:18][CH2:17][CH2:16]2)=[O:14])=[CH:26][CH:27]=1)=[O:7])=[O:2])[CH3:39]. Procedure: 1-[4-(3-Carboxypropionylamino)benzoyl]-2,3,4,5-tetrahydro-1H-benzazepine (0.5 g) is dissolved in dimethylformamide (1 ml) and thereto is added dropwise diethyl cyanophosphate (0.25 g) under ice-cooling. The mixture is stirred at room temperature for 30 minutes and then cooled again with ice. Thereto are added dropwise a solution of diethylamine (0.11 g) in dimethylformamide (1 ml) and triethylamine (0.34 g). The mixture is stirred at room temperature for 16 hours. The solvent is distilled off un...